The task is: describe an organic reaction: reactants, conditions, products, and yield. This data is from the Open Reaction Database (ORD), a public repository of structured organic reaction records. Starting materials: FC1=C2CCN(C2=CC=C1)C(CC1=NC(=CC(=N1)OC)Cl)=O (1-(4-fluoro-2,3-dihydroindol-1-yl)-2-(4-methoxy-6-chloropyrimidin-2-yl)ethanone), C(C)#N (acetonitrile), C[Si](Cl)(C)C (trimethylchlorosilane). Solvent: C(C)(=O)OCC (ethyl acetate), O (water). Yields the product FC1=C2CCN(C2=CC=C1)C(CC1=NC(=CC(N1)=O)Cl)=O (2-[2-(4-fluoro-2,3-dihydroindol-1-yl)-2-oxoethyl]-6-chloro-3H-pyrimidin-4-one). As a reaction SMILES: [F:1][C:2]1[CH:10]=[CH:9][CH:8]=[C:7]2[C:3]=1[CH2:4][CH2:5][N:6]2[C:11](=[O:22])[CH2:12][C:13]1[N:18]=[C:17]([O:19]C)[CH:16]=[C:15]([Cl:21])[N:14]=1.C(#N)C.C[Si](C)(C)Cl>C(OCC)(=O)C.O>[F:1][C:2]1[CH:10]=[CH:9][CH:8]=[C:7]2[C:3]=1[CH2:4][CH2:5][N:6]2[C:11](=[O:22])[CH2:12][C:13]1[NH:18][C:17](=[O:19])[CH:16]=[C:15]([Cl:21])[N:14]=1. Reported procedure: 2 g of 1-(4-fluoro-2,3-dihydroindol-1-yl)-2-(4-methoxy-6-chloropyrimidin-2-yl)ethanone are added to a microwave tube with 30 ml of acetonitrile. 3.1 g of KI and 2.4 ml of trimethylchlorosilane are added. After microwave irradiation for one hour at a temperature of 100° C., the reaction medium is diluted with 100 ml of ethyl acetate and 20 ml of water. After settling out, the organic phase is dried over magnesium sulfate, filtered, and then concentrated under reduced pressure. The residue obtaine... Starting materials: BrC1=CC(=C2C=NNC2=C1)NC(=O)C1=NC=CC=C1 (N-(6-Bromo-1H-indazol-4-yl)-2-pyridinecarboxamide), CNC(=O)C=1C=C(C=CC1)B(O)O ({3-[(methylamino)carbonyl]phenyl}boronic acid), C([O-])([O-])=O.[Na+].[Na+] (sodium carbonate). The reagents and catalysts are C1=CC=C(C=C1)P([C-]2C=CC=C2)C3=CC=CC=C3.C1=CC=C(C=C1)P([C-]2C=CC=C2)C3=CC=CC=C3.Cl[Pd]Cl.[Fe+2] (Pd(dppf)Cl2). The solvent is O1CCOCC1 (1,4-dioxane), O (water). Yields the product CNC(=O)C=1C=C(C=CC1)C1=CC(=C2C=NNC2=C1)NC(=O)C1=NC=CC=C1 (N-(6-{3-[(Methylamino)carbonyl]phenyl}-1H-indazol-4-yl)-2-pyridinecarboxamide). RXN SMILES: Br[C:2]1[CH:10]=[C:9]2[C:5]([CH:6]=[N:7][NH:8]2)=[C:4]([NH:11][C:12]([C:14]2[CH:19]=[CH:18][CH:17]=[CH:16][N:15]=2)=[O:13])[CH:3]=1.[CH3:20][NH:21][C:22]([C:24]1[CH:25]=[C:26](B(O)O)[CH:27]=[CH:28][CH:29]=1)=[O:23].C(=O)([O-])[O-].[Na+].[Na+]>O1CCOCC1.O.C1C=CC(P(C2C=CC=CC=2)[C-]2C=CC=C2)=CC=1.C1C=CC(P(C2C=CC=CC=2)[C-]2C=CC=C2)=CC=1.Cl[Pd]Cl.[Fe+2]>[CH3:20][NH:21][C:22]([C:24]1[CH:29]=[C:28]([C:2]2[CH:10]=[C:9]3[C:5]([CH:6]=[N:7][NH:8]3)=[C:4]([NH:11][C:12]([C:14]3[CH:19]=[CH:18][CH:17]=[CH:16][N:15]=3)=[O:13])[CH:3]=2)[CH:27]=[CH:26][CH:25]=1)=[O:23] |f:2.3.4,7.8.9.10|. Procedure details: N-(6-Bromo-1H-indazol-4-yl)-2-pyridinecarboxamide (100 mg, 0.31 mmol), {3-[(methylamino)carbonyl]phenyl}boronic acid (66 mg, 0.37 mmol), Pd(dppf)Cl2 (31 mg, 0.038 mmol) and 2 M sodium carbonate (aq) (0.468 ml, 0.936 mmol) in 1,4-dioxane (1.5 ml) and water (1 ml) were heated in a Biotage microwave at 150° C. for 30 mins. The reaction was purified by HPLC as follows to give title compound, 7 mg. Reactants: COC1=CC=C(C=C1)O (p-methoxyphenol), [N+](=O)([O-])C=1C=C(C(C#N)=CC1)C#N (4-nitrophthalonitrile), C([O-])([O-])=O.[K+].[K+] (potassium carbonate). The solvent is CN(C=O)C (dimethylformamide). Conditions: temperature 70 celsius, time 5 hour. The product is COC=1C(=C(C(C#N)=CC1)C#N)OC1=CC=CC=C1 (p-methoxyphenoxyphthalonitrile). RXN SMILES: CO[C:3]1[CH:8]=[CH:7][C:6]([OH:9])=[CH:5][CH:4]=1.[N+]([C:13]1[CH:14]=[C:15]([C:21]#[N:22])[C:16](=[CH:19][CH:20]=1)[C:17]#[N:18])([O-])=O.[C:23](=O)([O-])[O-:24].[K+].[K+]>CN(C)C=O>[CH3:23][O:24][C:13]1[C:14]([O:9][C:6]2[CH:7]=[CH:8][CH:3]=[CH:4][CH:5]=2)=[C:15]([C:21]#[N:22])[C:16](=[CH:19][CH:20]=1)[C:17]#[N:18] |f:2.3.4|. Procedure details: A mixture is prepared by adding 136.4 grams (1.1 moles) of p-methoxyphenol, 173 grams (1 mole) of 4-nitrophthalonitrile, and 207 grams of potassium carbonate in 1667 ml of dimethylformamide. The mixture is heated to 70° C. and mechanically stirred. Samples are taken of this reaction mixture periodically and analyzed by GLC. After five hours, the reaction is complete. The p-methoxyphenoxyphthalonitrile is isolated by quenching the crude reaction mixture in ice water. The product is further purifi... Reactants: ClC1=C(C=2C(=C(N=CC2I)N)O1)C (2-chloro-4-iodo-3-methylfuro[2,3-c]pyridin-7-amine), CC1(OB(OC1(C)C)C=1C=NN(C1)C1CCN(CC1)C(=O)OC(C)(C)C)C (tert-butyl 4-[4-(4,4,5,5-tetramethyl-1,3,2-dioxaborolan-2-yl)-1H-pyrazol-1-yl]piperidine-1-carboxylate), C(=O)([O-])[O-].[Cs+].[Cs+] (Cs2CO3), C1(CCCCC1)P(C1=C(C=CC=C1)C1=C(C=C(C=C1C(C)C)C(C)C)C(C)C)C1CCCCC1 (2-dicyclohexylphosphino-2′,4′,6′-triisopropylbiphenyl). Reagents/catalysts: C1=CC=C(C=C1)P([C-]2C=CC=C2)C3=CC=CC=C3.C1=CC=C(C=C1)P([C-]2C=CC=C2)C3=CC=CC=C3.Cl[Pd]Cl.[Fe+2] (Pd(dppf)Cl2). Run in COCCOC (DME), O (H2O). Conditions: temperature 100 celsius. Product: NC=1N=CC(=C2C1OC(=C2C)Cl)C=2C=NN(C2)C2CCN(CC2)C(=O)OC(C)(C)C (tert-butyl 4-[4-(7-amino-2-chloro-3-methylfuro[2,3-c]pyridin-4-yl)-1H-pyrazol-1-yl]piper-idine-1-carboxylate). Isolated yield 61.5%. As a reaction SMILES: [Cl:1][C:2]1[O:12][C:5]2=[C:6]([NH2:11])[N:7]=[CH:8][C:9](I)=[C:4]2[C:3]=1[CH3:13].CC1(C)C(C)(C)OB([C:22]2[CH:23]=[N:24][N:25]([CH:27]3[CH2:32][CH2:31][N:30]([C:33]([O:35][C:36]([CH3:39])([CH3:38])[CH3:37])=[O:34])[CH2:29][CH2:28]3)[CH:26]=2)O1.C([O-])([O-])=O.[Cs+].[Cs+].C1(P(C2CCCCC2)C2C=CC=CC=2C2C(C(C)C)=CC(C(C)C)=CC=2C(C)C)CCCCC1>COCCOC.O.C1C=CC(P(C2C=CC=CC=2)[C-]2C=CC=C2)=CC=1.C1C=CC(P(C2C=CC=CC=2)[C-]2C=CC=C2)=CC=1.Cl[Pd]Cl.[Fe+2]>[NH2:11][C:6]1[N:7]=[CH:8][C:9]([C:22]2[CH:23]=[N:24][N:25]([CH:27]3[CH2:28][CH2:29][N:30]([C:33]([O:35][C:36]([CH3:39])([CH3:38])[CH3:37])=[O:34])[CH2:31][CH2:32]3)[CH:26]=2)=[C:4]2[C:3]([CH3:13])=[C:2]([Cl:1])[O:12][C:5]=12 |f:2.3.4,8.9.10.11|. Reported procedure: A vial was charged with 2-chloro-4-iodo-3-methylfuro[2,3-c]pyridin-7-amine (100 mg, 0.32 mmol), tert-butyl 4-[4-(4,4,5,5-tetramethyl-1,3,2-dioxaborolan-2-yl)-1H-pyrazol-1-yl]piperidine-1-carboxylate (140 mg, 0.39 mmol), Cs2CO3(150 mg, 0.48 mmol), Pd(dppf)Cl2 (20 mg, 0.027 mmol, 8 mole %), and 2-dicyclohexylphosphino-2′,4′,6′-triisopropylbiphenyl (40 mg, 0.080 mmol, 26 mole %) in DME (5 mL) and H2O (0.5 mL). The vial was purged with N2 and heated at 100° C. in a microwave reactor for 1 h. Water (... The reactants are Cl(=O)[O-].[Na+] (sodium chlorite), C(C)(=O)O (acetic acid), C(CC(=O)OCC)(=O)OCC (diethyl malonate). The solvent is C(C)(=O)OCC (ethyl acetate). Conditions: time 3 hour. The product is O=C(C(=O)OCC)C(=O)OCC (diethyl ketomalonate). Isolated yield 131.1%. Reaction SMILES: Cl([O-])=O.[Na+].C(O)(=[O:7])C.[C:9]([O:17][CH2:18][CH3:19])(=[O:16])[CH2:10][C:11]([O:13][CH2:14][CH3:15])=[O:12]>C(OCC)(=O)C>[O:7]=[C:10]([C:11]([O:13][CH2:14][CH3:15])=[O:12])[C:9]([O:17][CH2:18][CH3:19])=[O:16] |f:0.1|. Procedure details: To a 1000 mL four-necked flask equipped with a mechanical stirrer, a dropping funnel and a thermometer, 496.8 g (1.37 mole) of 25% sodium chlorite aqueous solution, and then 26 mL (0.46 mole) acetic acid were slowly added. The pH in the reaction system was pH 4.4. Furthermore, 100 g (0.62 mole) of diethyl malonate was slowly added under room temperature, and then the mixture was stirred under room temperature for 3 hours, and then 490 mL ethyl acetate was added to the reaction system to separate... Starting materials: [OH-].[Na+] (NaOH), stannous chloride dihydrate, ice water, [N+](=O)([O-])C=1C(=NC=CC1)N1N=CN=C1 (3-Nitro-2-(1H-1,2,4-triazol-1yl)pyridine). RXN SMILES: [N+:1]([C:4]1[C:5]([N:10]2[CH:14]=[N:13][CH:12]=[N:11]2)=[N:6][CH:7]=[CH:8][CH:9]=1)([O-])=O.[OH-].[Na+]>Cl>[NH2:1][C:4]1[C:5]([N:10]2[CH:14]=[N:13][CH:12]=[N:11]2)=[N:6][CH:7]=[CH:8][CH:9]=1 |f:1.2|. Run in Cl (hydrochloric acid). Procedure details: To a suspension containing 35.4 g of stannous chloride dihydrate in 100 ml of concentrated hydrochloric acid was added portionwise 10 g of the compound prepared in Example 1 over a 0.25 hour period. After the resulting exotherm (23°-79°) slowed, the suspension was heated at 85°-90° for one hour, then cooled to 0°. The mixture was poured onto excess ice-water (about 700 ml), and the suspension was made strongly basic to litmus by addition of 50% aqueous NaOH to yield a precipitate. After filterin... Product: NC=1C(=NC=CC1)N1N=CN=C1 (3-Amino-2-(1H-1,2,4-triazol-1-yl)pyridine). Isolated yield 35.6%.